Task: describe an organic reaction: reactants, conditions, products, and yield. Dataset: the Open Reaction Database (ORD), a public repository of structured organic reaction records Reactants: C1(=CC=CC=C1)CC(=O)Cl (phenylacetyl chloride), C1(=CC=CC=C1)SC (thioanisole), Cl (HCl), [Cl-].[Al+3].[Cl-].[Cl-] (aluminum chloride). Run in C(Cl)Cl (methylene chloride). Conditions: time 3.5 hour. Yields the product C1(=CC=CC=C1)CC(=O)C1=CC=C(C=C1)SC (2-phenyl-1-(4-methylthiophenyl)ethanone). The yield is 898.2%. As a reaction SMILES: [C:1]1([CH2:7][C:8](Cl)=[O:9])[CH:6]=[CH:5][CH:4]=[CH:3][CH:2]=1.[C:11]1([S:17][CH3:18])[CH:16]=[CH:15][CH:14]=[CH:13][CH:12]=1.[Cl-].[Al+3].[Cl-].[Cl-].Cl>C(Cl)Cl>[C:1]1([CH2:7][C:8]([C:14]2[CH:15]=[CH:16][C:11]([S:17][CH3:18])=[CH:12][CH:13]=2)=[O:9])[CH:6]=[CH:5][CH:4]=[CH:3][CH:2]=1 |f:2.3.4.5|. Procedure: To a solution of 46.8 g (0.030 mole) of phenylacetyl chloride in dry methylene chloride (330 ml) was added 37.6 g (0.030 mole) of thioanisole. The solution was cooled to 5° in an ice-acetone bath, and anhydrous aluminum chloride (40.9 g, 0.031 mole) was added portionwise over 30 minutes at a rate to maintain the temperature constant at 5°. The reaction mixture was stirred at 5° for 3.5 hours, after which time the mixture was carefully poured into 1300 ml of aqueous 1N HCl and was stirred overnig...